Dataset: the Open Reaction Database (ORD), a public repository of structured organic reaction records. Task: describe an organic reaction: reactants, conditions, products, and yield Starting materials: CN(C)c1ccncc1, Cc1nc2cc(F)c(F)cc2[nH]c1=O, O=P(Cl)(Cl)Cl. Product: Cc1nc2cc(F)c(F)cc2nc1Cl. As a reaction SMILES: [CH3:20][N:21]([CH3:22])[c:23]1[cH:24][cH:25][n:26][cH:27][cH:28]1.[F:1][c:2]1[cH:3][c:4]2[n:5][c:6]([CH3:14])[c:7](=[O:13])[nH:8][c:9]2[cH:10][c:11]1[F:12].[P:15]([Cl:16])([Cl:17])([Cl:18])=[O:19]>>[F:1][c:2]1[cH:3][c:4]2[n:5][c:6]([CH3:14])[c:7]([Cl:17])[n:8][c:9]2[cH:10][c:11]1[F:12]. The reactants are CC1CC(CCC1N(C=1C2=C(N=CN1)N(C=C2)S(=O)(=O)C2=CC=C(C)C=C2)C)CS(=O)(=O)N2C[C@H](CC2)CO (((3S)-1-((3-methyl-4-(methyl(7-tosyl-7H-pyrrolo[2,3-d]pyrimidin-4-yl)amino)cyclohexyl)methylsulfonyl)pyrrolidin-3-yl)methanol), [Li+].[OH-] (LiOH), CO (MeOH), C1CCOC1 (THF). The reagents and catalysts are CC(=O)O (AcOH). Run in O (H2O). Conditions: time 8 hour. Product: CC1CC(CCC1N(C=1C2=C(N=CN1)NC=C2)C)CS(=O)(=O)N2C[C@H](CC2)CO (((3S)-1-((3-methyl-4-(methyl(7H-pyrrolo[2,3-d]pyrimidin-4-yl)amino)cyclohexyl)methylsulfonyl)pyrrolidin-3-yl)methanol). Reaction SMILES: [CH3:1][CH:2]1[CH:7]([N:8]([CH3:28])[C:9]2[C:10]3[CH:17]=[CH:16][N:15](S(C4C=CC(C)=CC=4)(=O)=O)[C:11]=3[N:12]=[CH:13][N:14]=2)[CH2:6][CH2:5][CH:4]([CH2:29][S:30]([N:33]2[CH2:37][CH2:36][C@H:35]([CH2:38][OH:39])[CH2:34]2)(=[O:32])=[O:31])[CH2:3]1.[Li+].[OH-].CO.C1COCC1>CC(O)=O.O>[CH3:1][CH:2]1[CH:7]([N:8]([CH3:28])[C:9]2[C:10]3[CH:17]=[CH:16][NH:15][C:11]=3[N:12]=[CH:13][N:14]=2)[CH2:6][CH2:5][CH:4]([CH2:29][S:30]([N:33]2[CH2:37][CH2:36][C@H:35]([CH2:38][OH:39])[CH2:34]2)(=[O:32])=[O:31])[CH2:3]1 |f:1.2|. Procedure: A mixture of ((3S)-1-((3-methyl-4-(methyl(7-tosyl-7H-pyrrolo[2,3-d]pyrimidin-4-yl)amino)cyclohexyl)methylsulfonyl)pyrrolidin-3-yl)methanol (0.050 g, 0.09 mmol), LiOH (0.009 g, 0.4 mmol), MeOH (1.5 mL), THF (1.5 mL), and H2O (1.0 mL) was stirred overnight. The mixture was then treated with 1 drop AcOH and the mixture concentrated. The resulting mixture was purified using reverse phase chromatography to afford the title compound. MS for C20H31N5O3S (ESI) (MH)+ m/z=422. The product is CP(=O)(C)C1=CC=C(C=C1)NC1=NC=NC(=C1)NCCC1=CNC2=CC=CC=C12 (N-[4-(dimethylphosphoryl)phenyl]-N′-[2-(1H-indol-3-yl)ethyl]pyrimidine-4,6-diamine). RXN SMILES: Cl[C:2]1[N:7]=[CH:6][N:5]=[C:4]([NH:8][C:9]2[CH:14]=[CH:13][C:12]([P:15]([CH3:18])([CH3:17])=[O:16])=[CH:11][CH:10]=2)[CH:3]=1.[NH2:19][CH2:20][CH2:21][C:22]1[C:30]2[C:25](=[CH:26][CH:27]=[CH:28][CH:29]=2)[NH:24][CH:23]=1>>[CH3:17][P:15]([C:12]1[CH:13]=[CH:14][C:9]([NH:8][C:4]2[CH:3]=[C:2]([NH:19][CH2:20][CH2:21][C:22]3[C:30]4[C:25](=[CH:26][CH:27]=[CH:28][CH:29]=4)[NH:24][CH:23]=3)[N:7]=[CH:6][N:5]=2)=[CH:10][CH:11]=1)([CH3:18])=[O:16]. The reactants are ClC1=CC(=NC=N1)NC1=CC=C(C=C1)P(=O)(C)C (6-chloro-N-[4-(dimethylphosphoryl)phenyl]pyrimidin-4-amine), NCCC1=CNC2=CC=CC=C12 (Tryptamine). Reported procedure: The compound is prepared as in Example 59 by reacting 6-chloro-N-[4-(dimethylphosphoryl)phenyl]pyrimidin-4-amine with Tryptamine.